Dataset: the Open Reaction Database (ORD), a public repository of structured organic reaction records. Task: describe an organic reaction: reactants, conditions, products, and yield Starting materials: ON=C(C(=O)OCC)C(=O)C1=CC=C(C=C1)C (Ethyl 2-hydroxyimino-3-(4-methylphenyl)-3-oxopropionate), NCC=1C=NC=CC1 (3-aminomethylpyridine). Yields the product CC1=CC=C(C=C1)C1=C(N=C(N1)C=1C=NC=CC1)C(=O)OCC (ethyl 5-(4-methylphenyl)-2-(3-pyridyl)imidazole-4-carboxylate). Reaction SMILES: O[N:2]=[C:3]([C:9]([C:11]1[CH:16]=[CH:15][C:14]([CH3:17])=[CH:13][CH:12]=1)=O)[C:4]([O:6][CH2:7][CH3:8])=[O:5].[NH2:18][CH2:19][C:20]1[CH:21]=[N:22][CH:23]=[CH:24][CH:25]=1>>[CH3:17][C:14]1[CH:15]=[CH:16][C:11]([C:9]2[NH:18][C:19]([C:20]3[CH:21]=[N:22][CH:23]=[CH:24][CH:25]=3)=[N:2][C:3]=2[C:4]([O:6][CH2:7][CH3:8])=[O:5])=[CH:12][CH:13]=1. Reported procedure: Ethyl 2-hydroxyimino-3-(4-methylphenyl)-3-oxopropionate (10.0 g) and 3-aminomethylpyridine (5.3 ml) were reacted and treated in the same manner as in Starting Material Synthetic Example 1 to give ethyl 5-(4-methylphenyl)-2-(3-pyridyl)imidazole-4-carboxylate (4.0 g). 0.5 g therefrom was dissolved in ethyl alcohol (10 ml), and the mixture was reacted and treated in the same manner as in Starting Material Synthetic Example 2 to give 5-(4-methylphenyl)-2-(3-pyridyl)-imidazole-4-carboxylic acid (0.39... Conditions: time 0.5 hour. The product is ClC1=CC=C(C=C1)N1OC(N(C1=O)CC)=O (2-(4'-chlorophenyl)-4-ethyl-1,2,4-oxadiazolidine-3,5-dione). Starting materials: C(C)NC(=O)N(O)C1=CC=C(C=C1)Cl (1-Ethyl-3-(4'-chlorophenyl)-3-hydroxyurea), [OH-].[Na+] (sodium hydroxide), ClC(=O)OCC (Ethyl chloroformate). Reported procedure: 1-Ethyl-3-(4'-chlorophenyl)-3-hydroxyurea (8.0 g; 0.037 mole) prepared above was dissolved in cooled (10° C.) 2 N aqueous sodium hydroxide (21 ml.). Ethyl chloroformate (3.9 ml; 0.041 mole) was added dropwise at 10°-15° C. with stirring and the stirring was continued for about 1/2 hour after addition was completed. The desired compound precipitated as formed and was removed by filtration, washed with water, air dried, and recrystallized from methanol to yield solid 2-(4'-chlorophenyl)-4-ethyl-1,... As a reaction SMILES: [CH2:1]([NH:3][C:4]([N:6]([C:8]1[CH:13]=[CH:12][C:11]([Cl:14])=[CH:10][CH:9]=1)[OH:7])=[O:5])[CH3:2].[OH-].[Na+].Cl[C:18](OCC)=[O:19]>>[Cl:14][C:11]1[CH:10]=[CH:9][C:8]([N:6]2[C:4](=[O:5])[N:3]([CH2:1][CH3:2])[C:18](=[O:19])[O:7]2)=[CH:13][CH:12]=1 |f:1.2|. Starting materials: N1CCOCC1 (morpholine), COC=1C=C(C=CC1N1C=NC(=C1)C)NC=1SC(=CN1)C=O (2-[3-methoxy-4-(4-methyl-imidazol-1-yl)-phenylamino]-thiazole-5-carbaldehyde), O1CCCC1 (tetrahydrofurane). The solvent is C(Cl)Cl (methylene chloride). Product: COC=1C=C(C=CC1N1C=NC(=C1)C)NC=1SC(=CN1)CN1CCOCC1 ([3-Methoxy-4-(4-methyl-imidazol-1-yl)-phenyl]-(5-morpholin-4-ylmethyl-thiazol-2-yl)-amine). Reaction SMILES: [NH:1]1[CH2:6][CH2:5][O:4][CH2:3][CH2:2]1.[CH3:7][O:8][C:9]1[CH:10]=[C:11]([NH:21][C:22]2[S:23][C:24]([CH:27]=O)=[CH:25][N:26]=2)[CH:12]=[CH:13][C:14]=1[N:15]1[CH:19]=[C:18]([CH3:20])[N:17]=[CH:16]1.O1CCCC1>C(Cl)Cl>[CH3:7][O:8][C:9]1[CH:10]=[C:11]([NH:21][C:22]2[S:23][C:24]([CH2:27][N:1]3[CH2:6][CH2:5][O:4][CH2:3][CH2:2]3)=[CH:25][N:26]=2)[CH:12]=[CH:13][C:14]=1[N:15]1[CH:19]=[C:18]([CH3:20])[N:17]=[CH:16]1. Procedure: The title compound was prepared in analogy to example 57 from 17 mg (0.19 mmol) morpholine and 65 mg (0.21 mmol) 2-[3-methoxy-4-(4-methyl-imidazol-1-yl)-phenylamino]-thiazole-5-carbaldehyde using a solvent mixture of tetrahydrofurane (1 ml), and methylene chloride (1 ml). The crude product was purified on silica gel with methylene chloride/methanol 9/1 yielding 43 mg (59%) [3-methoxy-4-(4-methyl-imidazol-1-yl)-phenyl]-(5-morpholin-4-ylmethyl-thiazol-2-yl)-amine as a yellow oil. MS ISP (m/e): 386... Isolated yield 111.7%. Conditions: time 1.5 hour. RXN SMILES: [CH2:1]([O:3][C:4]([NH:6][C:7]1[CH:12]=[CH:11][CH:10]=[CH:9][C:8]=1[NH:13][CH2:14][CH2:15][N:16]([CH3:18])[CH3:17])=[O:5])[CH3:2].[C:19](=[O:22])([O-])[O-:20].[Ca+2].[Br-:24].[Br-].[Br-].C([N+](C)(C)C)[C:28]1[CH:33]=CC=CC=1.C([N+](C)(C)C)C1C=CC=CC=1.C([N+](C)(C)C)C1C=CC=CC=1>CO.ClCCl>[Br:24][C:11]1[CH:10]=[CH:9][C:8]([N:13]([C:19]([O:20][CH2:33][CH3:28])=[O:22])[CH2:14][CH2:15][N:16]([CH3:17])[CH3:18])=[C:7]([NH:6][C:4]([O:3][CH2:1][CH3:2])=[O:5])[CH:12]=1 |f:1.2,3.4.5.6.7.8|. Solvent: CO (methanol), ClCCl (dichloromethane). Reported procedure: To a solution of N-(2-ethoxycarbonylaminophenyl)-N',N'-dimethylethylenediamine (0.94 g) in methanol (20 ml) and dichloromethane (30 ml) were added calcium carbonate (0.40 g) and benzyltrimethylammonium tribromide (1.46 g). The reaction mixture was stirred at room temperature for 1.5 hours. The insoluble matter was then filtered off and the solvent was distilled off under reduced pressure. The residue was diluted with 1N aqueous sodium hydroxide solution and extracted with ethyl acetate. The orga... Product: BrC1=CC(=C(C=C1)N(CCN(C)C)C(=O)OCC)NC(=O)OCC (N-(4-bromo-2-ethoxycarbonylaminophenyl)-N-ethoxycarbonyl-N',N'-dimethylethylenediamine). The reactants are C(C)OC(=O)NC1=C(C=CC=C1)NCCN(C)C (N-(2-ethoxycarbonylaminophenyl)-N',N'-dimethylethylenediamine), C([O-])([O-])=O.[Ca+2] (calcium carbonate), [Br-].[Br-].[Br-].C(C1=CC=CC=C1)[N+](C)(C)C.C(C1=CC=CC=C1)[N+](C)(C)C.C(C1=CC=CC=C1)[N+](C)(C)C (benzyltrimethylammonium tribromide).